This data is from the Open Reaction Database (ORD), a public repository of structured organic reaction records. The task is: describe an organic reaction: reactants, conditions, products, and yield Starting materials: Cn1c(=O)[nH]n(-c2ccccc2)c1=O, ClSC(Cl)(Cl)Cl, [Na+], [OH-], O. The product is Cn1c(=O)n(SC(Cl)(Cl)Cl)n(-c2ccccc2)c1=O. RXN SMILES: [CH3:1][n:2]1[c:3](=[O:14])[nH:4][n:5](-[c:8]2[cH:9][cH:10][cH:11][cH:12][cH:13]2)[c:6]1=[O:7].[Cl:17][C:18]([S:19][Cl:20])([Cl:21])[Cl:22].[Na+:16].[OH-:15].[OH2:23]>>[CH3:1][n:2]1[c:3](=[O:14])[n:4]([S:19][C:18]([Cl:17])([Cl:21])[Cl:22])[n:5](-[c:8]2[cH:9][cH:10][cH:11][cH:12][cH:13]2)[c:6]1=[O:7]. Starting materials: CC(C)C(NC(=O)c1ccccc1)C(=O)N(CC(=O)NC(CC(=O)OC(C)(C)C)C(=O)c1nc(-c2c(Cl)cccc2Cl)co1)Cc1ccccc1, ClCCl, O=C(O)C(F)(F)F. Yields the product CC(C)C(NC(=O)c1ccccc1)C(=O)N(CC(=O)NC(CC(=O)O)C(=O)c1nc(-c2c(Cl)cccc2Cl)co1)Cc1ccccc1. Reaction SMILES: [C:1]([CH3:2])([CH3:3])([CH3:4])[O:5][C:6]([CH2:7][CH:8]([C:9](=[O:10])[c:11]1[o:12][cH:13][c:14](-[c:16]2[c:17]([Cl:23])[cH:18][cH:19][cH:20][c:21]2[Cl:22])[n:15]1)[NH:24][C:25]([CH2:26][N:27]([CH2:28][c:29]1[cH:30][cH:31][cH:32][cH:33][cH:34]1)[C:35]([CH:36]([CH:37]([CH3:38])[CH3:39])[NH:40][C:41]([c:42]1[cH:43][cH:44][cH:45][cH:46][cH:47]1)=[O:48])=[O:49])=[O:50])=[O:51].[Cl:59][CH2:60][Cl:61].[F:52][C:53]([F:54])([F:55])[C:56]([OH:57])=[O:58]>>[O:5]=[C:6]([CH2:7][CH:8]([C:9](=[O:10])[c:11]1[o:12][cH:13][c:14](-[c:16]2[c:17]([Cl:23])[cH:18][cH:19][cH:20][c:21]2[Cl:22])[n:15]1)[NH:24][C:25]([CH2:26][N:27]([CH2:28][c:29]1[cH:30][cH:31][cH:32][cH:33][cH:34]1)[C:35]([CH:36]([CH:37]([CH3:38])[CH3:39])[NH:40][C:41]([c:42]1[cH:43][cH:44][cH:45][cH:46][cH:47]1)=[O:48])=[O:49])=[O:50])[OH:51].